Dataset: the Open Reaction Database (ORD), a public repository of structured organic reaction records. Task: describe an organic reaction: reactants, conditions, products, and yield The reactants are O=c1c(Cl)nc(Cl)cn1Cc1ccccc1, C1CCOC1, [H-], Cc1cnc(N)c(Br)c1, [Na+]. Product: Cc1cnc(Nc2nc(Cl)cn(Cc3ccccc3)c2=O)c(Br)c1. RXN SMILES: [CH2:12]([c:13]1[cH:14][cH:15][cH:16][cH:17][cH:18]1)[n:19]1[c:20](=[O:27])[c:21]([Cl:26])[n:22][c:23]([Cl:25])[cH:24]1.[CH2:28]1[O:29][CH2:30][CH2:31][CH2:32]1.[H-:10].[NH2:1][c:2]1[n:3][cH:4][c:5]([CH3:9])[cH:6][c:7]1[Br:8].[Na+:11]>>[NH:1]([c:2]1[n:3][cH:4][c:5]([CH3:9])[cH:6][c:7]1[Br:8])[c:21]1[c:20](=[O:27])[n:19]([CH2:12][c:13]2[cH:14][cH:15][cH:16][cH:17][cH:18]2)[cH:24][c:23]([Cl:25])[n:22]1. Procedure details: As described for Example 2, 4-(bromoacetyl)-5-methyl-3-phenylisoxazole (commercially available) (140 mg, 0.5 mmol) was converted, using 2-amino-3-hydroxypyridine instead of 2-amino-3-methylpyridine, to the title compound (6 mg, 4%) which was obtained as a yellow foam. MS: m/e=292.1 [M+H]+. Starting materials: BrCC(=O)C=1C(=NOC1C)C1=CC=CC=C1 (4-(bromoacetyl)-5-methyl-3-phenylisoxazole), NC1=NC=CC=C1O (2-amino-3-hydroxypyridine). Reaction SMILES: Br[CH2:2][C:3]([C:5]1[C:6]([C:11]2[CH:16]=[CH:15][CH:14]=[CH:13][CH:12]=2)=[N:7][O:8][C:9]=1[CH3:10])=O.[NH2:17][C:18]1[C:23]([OH:24])=[CH:22][CH:21]=[CH:20][N:19]=1>>[CH3:10][C:9]1[O:8][N:7]=[C:6]([C:11]2[CH:16]=[CH:15][CH:14]=[CH:13][CH:12]=2)[C:5]=1[C:3]1[N:17]=[C:18]2[C:23]([OH:24])=[CH:22][CH:21]=[CH:20][N:19]2[CH:2]=1. The product is CC1=C(C(=NO1)C1=CC=CC=C1)C=1N=C2N(C=CC=C2O)C1 (2-(5-Methyl-3-phenyl-isoxazol-4-yl)-imidazo[1,2-a]pyridin-8-ol). The yield is 4.0%. Starting materials: C(C)(C)(C)OC(COC1=CC(=CC=C1)CNCC1=CC=C(C=C1)N1N=CC=C1)=O ({3-[(4-Pyrazol-1-yl-benzylamino)-methyl]-phenoxy}-acetic acid tert-butyl ester), C1(=CC=CC=C1)S(=O)(=O)Cl (benzenesulfonyl chloride). The product is C(C)(C)(C)OC(COC1=CC(=CC=C1)CN(CC1=CC=C(C=C1)N1N=CC=C1)S(=O)(=O)C1=CC=CC=C1)=O ((3-{[Benzenesulfonyl-(4-pyrazol-1-yl-benzyl)-amino]-methyl}-phenoxy)-acetic acid tert-butyl ester). As a reaction SMILES: [C:1]([O:5][C:6](=[O:29])[CH2:7][O:8][C:9]1[CH:14]=[CH:13][CH:12]=[C:11]([CH2:15][NH:16][CH2:17][C:18]2[CH:23]=[CH:22][C:21]([N:24]3[CH:28]=[CH:27][CH:26]=[N:25]3)=[CH:20][CH:19]=2)[CH:10]=1)([CH3:4])([CH3:3])[CH3:2].[C:30]1([S:36](Cl)(=[O:38])=[O:37])[CH:35]=[CH:34][CH:33]=[CH:32][CH:31]=1>>[C:1]([O:5][C:6](=[O:29])[CH2:7][O:8][C:9]1[CH:14]=[CH:13][CH:12]=[C:11]([CH2:15][N:16]([S:36]([C:30]2[CH:35]=[CH:34][CH:33]=[CH:32][CH:31]=2)(=[O:38])=[O:37])[CH2:17][C:18]2[CH:19]=[CH:20][C:21]([N:24]3[CH:28]=[CH:27][CH:26]=[N:25]3)=[CH:22][CH:23]=2)[CH:10]=1)([CH3:4])([CH3:2])[CH3:3]. Reported procedure: The title compound of Step B was prepared from {3-[(4-pyrazol-1-yl-benzylamino)-methyl-phenoxy}-acetic acid tert-butyl ester of Step A and benzenesulfonyl chloride following the method described in Example 3, Step B with a reaction time of 2 h. 1H NMR (400 MHz, CDCl3) δ 8.01 (d, 1H), 7.86-7.49 (m, 8H), 7.07 (m, 3H), 6.73 (m, 1H), 6.60 (d, 1H), 6.56 (s, 1H), 6.42 (m, 1H), 4.33 (s, 2H), 4.32 (s, 2H), 4.27 (s, 2H), 1.46 (s, 9H); MS 534 (M+1). The reactants are C=CC (propylene), C1(=CC=CC=C1)C (toluene). Conditions: temperature 163 celsius, time 6 hour. Yields the product C(C(C)C)C1=CC=CC=C1 (isobutylbenzene). Reaction SMILES: [CH2:1]=[CH:2][CH3:3].[C:4]1([CH3:10])[CH:9]=[CH:8][CH:7]=[CH:6][CH:5]=1>>[CH2:10]([C:4]1[CH:9]=[CH:8][CH:7]=[CH:6][CH:5]=1)[CH:2]([CH3:3])[CH3:1]. Procedure: In a 300 ml autoclave equipped with a magnetic stirrer, Solid Base A (4.07 g) and toluene (79.5 g) were charged under nitrogen and then liquid propylene (70 ml) was injected under pressure. The mixture was stirred at 163° C. for 6 hours to obtain isobutylbenzene (hereinafter referred to as "IBB"). Reactants: O=C([O-])[O-], CN(C)C=O, Clc1ccc2nc(Cl)cnc2c1, [K+], [K+], COC(=O)NCCOC(=O)C(C)Oc1ccc(O)cc1. The product is COC(=O)NCCOC(=O)C(C)Oc1ccc(Oc2cnc3cc(Cl)ccc3n2)cc1. Reaction SMILES: [C:33](=[O:34])([O-:35])[O-:36].[CH3:39][N:40]([CH3:41])[CH:42]=[O:43].[Cl:1][c:2]1[n:3][c:4]2[cH:5][cH:6][c:7]([Cl:12])[cH:8][c:9]2[n:10][cH:11]1.[K+:37].[K+:38].[OH:13][c:14]1[cH:15][cH:16][c:17]([O:18][CH:19]([C:20](=[O:21])[O:22][CH2:23][CH2:24][NH:25][C:26]([O:27][CH3:28])=[O:29])[CH3:30])[cH:31][cH:32]1>>[c:2]1([O:13][c:14]2[cH:15][cH:16][c:17]([O:18][CH:19]([C:20](=[O:21])[O:22][CH2:23][CH2:24][NH:25][C:26]([O:27][CH3:28])=[O:29])[CH3:30])[cH:31][cH:32]2)[n:3][c:4]2[cH:5][cH:6][c:7]([Cl:12])[cH:8][c:9]2[n:10][cH:11]1. Starting materials: NC1=NNC2=C1C(N(C=C2Br)C2=C(C#N)C=CC=C2F)=O (2-(3-amino-7-bromo-4-oxo-1,4-dihydro-5H-pyrazolo[4,3-c]pyridin-5-yl)-3-fluorobenzonitrile), CN1N=C(C=C1)B1OC(C(O1)(C)C)(C)C (1-methyl-3-(4,4,5,5-tetramethyl-1,3,2-dioxaborolan-2-yl)-1H-pyrazole), C([O-])([O-])=O.[Na+].[Na+] (sodium carbonate), CN(C=O)C (N,N-dimethylformamide). Reagents/catalysts: C=1C=CC(=CC1)[P](C=2C=CC=CC2)(C=3C=CC=CC3)[Pd]([P](C=4C=CC=CC4)(C=5C=CC=CC5)C=6C=CC=CC6)([P](C=7C=CC=CC7)(C=8C=CC=CC8)C=9C=CC=CC9)[P](C=1C=CC=CC1)(C=1C=CC=CC1)C=1C=CC=CC1 (tetrakis(triphenylphosphine)palladium(0)). Solvent: O (water). Conditions: temperature 130 celsius. Yields the product NC1=NNC2=C1C(N(C=C2C2=NN(C=C2)C)C2=C(C#N)C=CC=C2F)=O (2-(3-amino-7-(1-methyl-1H-pyrazol-3-yl)-4-oxo-1,4-dihydro-5H-pyrazolo[4,3-c]pyridin-5-yl)-3-fluorobenzonitrile). Isolated yield 27.4%. Reaction SMILES: [NH2:1][C:2]1[C:6]2[C:7](=[O:21])[N:8]([C:12]3[C:19]([F:20])=[CH:18][CH:17]=[CH:16][C:13]=3[C:14]#[N:15])[CH:9]=[C:10](Br)[C:5]=2[NH:4][N:3]=1.[CH3:22][N:23]1[CH:27]=[CH:26][C:25](B2OC(C)(C)C(C)(C)O2)=[N:24]1.C(=O)([O-])[O-].[Na+].[Na+].CN(C)C=O>C1C=CC([P]([Pd]([P](C2C=CC=CC=2)(C2C=CC=CC=2)C2C=CC=CC=2)([P](C2C=CC=CC=2)(C2C=CC=CC=2)C2C=CC=CC=2)[P](C2C=CC=CC=2)(C2C=CC=CC=2)C2C=CC=CC=2)(C2C=CC=CC=2)C2C=CC=CC=2)=CC=1.O>[NH2:1][C:2]1[C:6]2[C:7](=[O:21])[N:8]([C:12]3[C:19]([F:20])=[CH:18][CH:17]=[CH:16][C:13]=3[C:14]#[N:15])[CH:9]=[C:10]([C:25]3[CH:26]=[CH:27][N:23]([CH3:22])[N:24]=3)[C:5]=2[NH:4][N:3]=1 |f:2.3.4,^1:51,53,72,91|. Procedure details: A mixture of 2-(3-amino-7-bromo-4-oxo-1,4-dihydro-5H-pyrazolo[4,3-c]pyridin-5-yl)-3-fluorobenzonitrile obtained in Step G (160 mg), 1-methyl-3-(4,4,5,5-tetramethyl-1,3,2-dioxaborolan-2-yl)-1H-pyrazole (191 mg), tetrakis(triphenylphosphine)palladium(0) (53 mg), aqueous sodium carbonate solution (2 M, 0.460 mL) and N,N-dimethylformamide (10 mL) was heated with microwave irradiation at 130° C. for 90 min under argon atmosphere. To the reaction mixture was added water, and the mixture was extracted ... The reactants are CCOC(=O)C1CCNCC1, C1CCOC1, Clc1ccccc1CNc1ncc2c(Cl)nccc2n1, N, O. RXN SMILES: [CH2:21]([CH3:22])[O:23][C:24](=[O:25])[CH:26]1[CH2:27][CH2:28][NH:29][CH2:30][CH2:31]1.[CH2:34]1[O:35][CH2:36][CH2:37][CH2:38]1.[Cl:1][c:2]1[c:3]([CH2:4][NH:5][c:6]2[n:7][cH:8][c:9]3[c:10]([n:11]2)[cH:12][cH:13][n:14][c:15]3[Cl:16])[cH:17][cH:18][cH:19][cH:20]1.[NH3:32].[OH2:33]>>[Cl:1][c:2]1[c:3]([CH2:4][NH:5][c:6]2[n:7][cH:8][c:9]3[c:10]([n:11]2)[cH:12][cH:13][n:14][c:15]3[N:29]2[CH2:28][CH2:27][CH:26]([C:24]([O:23][CH2:21][CH3:22])=[O:25])[CH2:31][CH2:30]2)[cH:17][cH:18][cH:19][cH:20]1. The product is CCOC(=O)C1CCN(c2nccc3nc(NCc4ccccc4Cl)ncc23)CC1. Reactants: ClC1=C2C(=NC=C1)C=C(O2)C2=CC(=C(C=C2)OC)OC (7-chloro-2-(3,4-dimethoxyphenyl)furo[3,2-b]pyridine), CC1=C(N)C=CC=C1B1OC(C(O1)(C)C)(C)C (2-methyl-3-(4,4,5,5-tetramethyl-1,3,2-dioxaborolan-2-yl)aniline). Yields the product COC=1C=C(C=CC1OC)C1=CC2=NC=CC(=C2O1)C=1C(=C(N)C=CC1)C (3-[2-(3,4-Dimethoxyphenyl)furo[3,2-b]pyridin-7-yl]-2-methylaniline). Reaction SMILES: Cl[C:2]1[CH:7]=[CH:6][N:5]=[C:4]2[CH:8]=[C:9]([C:11]3[CH:16]=[CH:15][C:14]([O:17][CH3:18])=[C:13]([O:19][CH3:20])[CH:12]=3)[O:10][C:3]=12.[CH3:21][C:22]1[C:28](B2OC(C)(C)C(C)(C)O2)=[CH:27][CH:26]=[CH:25][C:23]=1[NH2:24]>>[CH3:20][O:19][C:13]1[CH:12]=[C:11]([C:9]2[O:10][C:3]3[C:4](=[N:5][CH:6]=[CH:7][C:2]=3[C:28]3[C:22]([CH3:21])=[C:23]([CH:25]=[CH:26][CH:27]=3)[NH2:24])[CH:8]=2)[CH:16]=[CH:15][C:14]=1[O:17][CH3:18]. Procedure details: The compound was synthesized according to the procedure K using 7-chloro-2-(3,4-dimethoxyphenyl)furo[3,2-b]pyridine and 2-methyl-3-(4,4,5,5-tetramethyl-1,3,2-dioxaborolan-2-yl)aniline. Reactants: Cc1ccccc1, O=C1CCCCC1, CC12CCC3c4cc(I)c(O)cc4CC(O)C3C1CCC2=O. The product is CC12CCC3c4cc(I)c(O)cc4CC(=O)C3C1CCC2=O. As a reaction SMILES: [CH3:23][c:24]1[cH:25][cH:26][cH:27][cH:28][cH:29]1.[O:30]=[C:31]1[CH2:32][CH2:33][CH2:34][CH2:35][CH2:36]1.[OH:1][c:2]1[cH:3][c:4]2[c:17]([cH:18][c:19]1[I:20])[CH:16]1[CH:7]([CH:6]([OH:22])[CH2:5]2)[CH:8]2[CH2:9][CH2:10][C:11](=[O:21])[C:12]2([CH3:13])[CH2:14][CH2:15]1>>[OH:1][c:2]1[cH:3][c:4]2[c:17]([cH:18][c:19]1[I:20])[CH:16]1[CH:7]([C:6](=[O:22])[CH2:5]2)[CH:8]2[CH2:9][CH2:10][C:11](=[O:21])[C:12]2([CH3:13])[CH2:14][CH2:15]1. Reactants: ClC1=C(C=CC=C1)C(C)OC(NC=1C(=NOC1C1=CC=C(C=C1)B1OC(C(O1)(C)C)(C)C)C)=O ({3-methyl-5-[4-(4,4,5,5-tetramethyl-[1,3,2]dioxaborolan-2-yl)-phenyl]-isoxazol-4-yl}-carbamic acid 1-(2-chloro-phenyl)-ethyl ester), BrC1=C(C=CC=C1)CC(=O)O (2-bromophenylacetic acid). The product is ClC1=C(C=CC=C1)C(C)OC(=O)NC=1C(=NOC1C1=CC=C(C=C1)C1=C(C=CC=C1)CC(=O)O)C ((4′-{-4-[1-(2-Chloro-phenyl)-ethoxycarbonylamino]-3-methyl-isoxazol-5-yl}-biphenyl-2-yl)-acetic acid). Reaction SMILES: [Cl:1][C:2]1[CH:7]=[CH:6][CH:5]=[CH:4][C:3]=1[CH:8]([O:10][C:11](=[O:34])[NH:12][C:13]1[C:14]([CH3:33])=[N:15][O:16][C:17]=1[C:18]1[CH:23]=[CH:22][C:21](B2OC(C)(C)C(C)(C)O2)=[CH:20][CH:19]=1)[CH3:9].Br[C:36]1[CH:41]=[CH:40][CH:39]=[CH:38][C:37]=1[CH2:42][C:43]([OH:45])=[O:44]>>[Cl:1][C:2]1[CH:7]=[CH:6][CH:5]=[CH:4][C:3]=1[CH:8]([O:10][C:11]([NH:12][C:13]1[C:14]([CH3:33])=[N:15][O:16][C:17]=1[C:18]1[CH:19]=[CH:20][C:21]([C:36]2[CH:41]=[CH:40][CH:39]=[CH:38][C:37]=2[CH2:42][C:43]([OH:45])=[O:44])=[CH:22][CH:23]=1)=[O:34])[CH3:9]. Procedure details: Prepared according to the procedure described in Example 19, Step 1 using {3-methyl-5-[4-(4,4,5,5-tetramethyl-[1,3,2]dioxaborolan-2-yl)-phenyl]-isoxazol-4-yl}-carbamic acid 1-(2-chloro-phenyl)-ethyl ester and 2-bromophenylacetic acid.